From a dataset of the Open Reaction Database (ORD), a public repository of structured organic reaction records. describe an organic reaction: reactants, conditions, products, and yield Starting materials: CC(=O)OC1CSC(Oc2cccnc2Br)C(OC(C)=O)C1OC(C)=O, Cc1ccc(B(O)O)o1. Product: CC(=O)OC1CSC(Oc2cccnc2-c2ccc(C)o2)C(OC(C)=O)C1OC(C)=O. Reaction SMILES: [C:1]([CH3:2])(=[O:3])[O:4][CH:5]1[CH:6]([O:7][c:8]2[c:9]([Br:14])[n:10][cH:11][cH:12][cH:13]2)[S:15][CH2:16][CH:17]([O:23][C:24]([CH3:25])=[O:26])[CH:18]1[O:19][C:20]([CH3:21])=[O:22].[CH3:27][c:28]1[cH:29][cH:30][c:31]([B:33]([OH:34])[OH:35])[o:32]1>>[C:1]([CH3:2])(=[O:3])[O:4][CH:5]1[CH:6]([O:7][c:8]2[c:9](-[c:31]3[cH:30][cH:29][c:28]([CH3:27])[o:32]3)[n:10][cH:11][cH:12][cH:13]2)[S:15][CH2:16][CH:17]([O:23][C:24]([CH3:25])=[O:26])[CH:18]1[O:19][C:20]([CH3:21])=[O:22]. Starting materials: [Cr](=O)(=O)([O-])O[Cr](=O)(=O)[O-].[NH+]1=CC=CC=C1.[NH+]1=CC=CC=C1 (pyridinium dichromate), BrC=1C=C(C(=NC1)F)C(C)O (1-(5-bromo-2-fluoropyridin-3-yl)ethanol). Run in C(Cl)Cl (DCM), C(Cl)Cl (DCM). Run at time 48 hour. Yields the product BrC=1C=C(C(=NC1)F)C(C)=O (1-(5-bromo-2-fluoropyridin-3-yl)ethanone). Yield: 103.9%. As a reaction SMILES: [Cr](O[Cr]([O-])(=O)=O)([O-])(=O)=O.[NH+]1C=CC=CC=1.[NH+]1C=CC=CC=1.[Br:22][C:23]1[CH:24]=[C:25]([CH:30]([OH:32])[CH3:31])[C:26]([F:29])=[N:27][CH:28]=1>C(Cl)Cl>[Br:22][C:23]1[CH:24]=[C:25]([C:30](=[O:32])[CH3:31])[C:26]([F:29])=[N:27][CH:28]=1 |f:0.1.2|. Procedure details: A solution of pyridinium dichromate (55.4 g, 147 mmol) in DCM (100 mL) was brought to 0° C. and a solution of 1-(5-bromo-2-fluoropyridin-3-yl)ethanol (10.8 g, 49.1 mmol) in DCM (30 mL) was added. The reaction was allowed to warmed to room temperature and stirred for 48 h. The mixture was filtered through Celite, washed with DCM and concentrated to afford 1-(5-bromo-2-fluoropyridin-3-yl)ethanone (11 g, 51 mmol, 100% yield) as a light yellow solid. LC/MS (ESI+) m/z=218 (M+H). The reactants are NC1=CC=C(C=C1)C1CN=C2N(C(NC=3C=CC=CC23)=O)C1 (3-(4-aminophenyl)-2,3,4,7-tetrahydro-6H-pyrimido[1,2-c]quinazolin-6-one), FC(C=1C=C(C(=O)Cl)C=CC1)(F)F (3-(trifluoromethyl)benzoyl chloride), FC(C=1C=C(C(=O)Cl)C=CC1)(F)F (3-(trifluoromethyl)benzoyl chloride). Run in N1=CC=CC=C1 (pyridine). Reaction conditions: time 5 minute. The product is O=C1NC=2C=CC=CC2C=2N1CC(CN2)C2=CC=C(C=C2)NC(C2=CC(=CC=C2)C(F)(F)F)=O (N-[4-(6-oxo-3,4,6,7-tetrahydro-2H-pyrimido[1,2-c]quinazolin-3-yl)phenyl]-3-(trifluoromethyl)benzamide). The yield is 59.9%. Reaction SMILES: [NH2:1][C:2]1[CH:7]=[CH:6][C:5]([CH:8]2[CH2:22][N:12]3[C:13](=[O:21])[NH:14][C:15]4[CH:16]=[CH:17][CH:18]=[CH:19][C:20]=4[C:11]3=[N:10][CH2:9]2)=[CH:4][CH:3]=1.[F:23][C:24]([F:35])([F:34])[C:25]1[CH:26]=[C:27]([CH:31]=[CH:32][CH:33]=1)[C:28](Cl)=[O:29]>N1C=CC=CC=1>[O:21]=[C:13]1[N:12]2[CH2:22][CH:8]([C:5]3[CH:6]=[CH:7][C:2]([NH:1][C:28](=[O:29])[C:27]4[CH:31]=[CH:32][CH:33]=[C:25]([C:24]([F:23])([F:34])[F:35])[CH:26]=4)=[CH:3][CH:4]=3)[CH2:9][N:10]=[C:11]2[C:20]2[CH:19]=[CH:18][CH:17]=[CH:16][C:15]=2[NH:14]1. Procedure details: To a solution of 3-(4-aminophenyl)-2,3,4,7-tetrahydro-6H-pyrimido[1,2-c]quinazolin-6-one (10.8 mg, 0.037 mmol) in 0.7 mL pyridine at rt was added 3-(trifluoromethyl)benzoyl chloride (0.0066 mL, 0.044 mmol) and the reaction stirred at rt. After 5 min, the reaction was briefly warmed to dissolve solids and then allowed to cool to rt. At 45 min an additional amount (pipet tip) of 3-(trifluoromethyl)benzoyl chloride was added, the reaction briefly warmed, and then allowed to stir at rt overnight. At... Reactants: CC1CC(CCC1)O (3-methylcyclohexanol), [H-].[Na+] (sodium hydride), [Cl-].[NH4+] (ammonium chloride), ClC1=NC=NC(=C1)Cl (4,6-dichloropyrimidine). Run in O1CCCC1 (tetrahydrofuran), O1CCCC1 (tetrahydrofuran), O1CCCC1 (tetrahydrofuran). Yields the product ClC1=NC=NC(=C1)OC1CC(CCC1)C (4-chloro-6-(3-methylcyclohexyloxy)pyrimidine). The yield is 50.9%. Reaction SMILES: [H-].[Na+].[CH3:3][CH:4]1[CH2:9][CH2:8][CH2:7][CH:6]([OH:10])[CH2:5]1.[Cl:11][C:12]1[CH:17]=[C:16](Cl)[N:15]=[CH:14][N:13]=1.[Cl-].[NH4+]>O1CCCC1>[Cl:11][C:12]1[CH:17]=[C:16]([O:10][CH:6]2[CH2:7][CH2:8][CH2:9][CH:4]([CH3:3])[CH2:5]2)[N:15]=[CH:14][N:13]=1 |f:0.1,4.5|. Procedure: In 5 ml of tetrahydrofuran was suspended 0.14 g of sodium hydride (60% in oil), to which 0.5 ml of a tetrahydrofuran solution containing 0.34 g of 3-methylcyclohexanol (mixture of cis-dorm and trans-form) was slowly added dropwise with stirring at room temperature. The mixture was stirred at room temperature for 10 minutes and then cooled to 0° C., to which 1.5 ml of a tetrahydrofuran solution containing 0.4 g of 4,6-dichloropyrimidine was slowly added dropwise, followed by further stirring at r... Reactants: example 5 ( 20 ), NCC(C(=O)OCC)C1(OCCO1)C (ethyl 3-amino-2-(2-methyl-[1,3]dioxolan-2-yl)propionate), CC=1C=C2C(C(=O)OC2=O)=CC1 (4-methylphthalic anhydride). The product is CC=1C=C2C(N(C(C2=CC1)=O)CC(C(=O)OCC)C1(OCCO1)C)=O (Ethyl 3-(5-methyl-1,3-dioxo-1,3-dihydro-isoindol-2-yl)-2-(2-methyl-[1,3]dioxolan-2-yl)propionate). As a reaction SMILES: [NH2:1][CH2:2][CH:3]([C:9]1([CH3:14])[O:13][CH2:12][CH2:11][O:10]1)[C:4]([O:6][CH2:7][CH3:8])=[O:5].[CH3:15][C:16]1[CH:17]=[C:18]2[C:23](=O)[O:22][C:20](=[O:21])[C:19]2=[CH:25][CH:26]=1>>[CH3:15][C:16]1[CH:17]=[C:18]2[C:19](=[CH:25][CH:26]=1)[C:20](=[O:21])[N:1]([CH2:2][CH:3]([C:9]1([CH3:14])[O:10][CH2:11][CH2:12][O:13]1)[C:4]([O:6][CH2:7][CH3:8])=[O:5])[C:23]2=[O:22]. Reported procedure: Ethyl 3-(5-methyl-1,3-dioxo-1,3-dihydro-isoindol-2-yl)-2-(2-methyl-[1,3]dioxolan-2-yl)propionate was prepared (0.38 g, 40%) in the same manner as described in the above example 5 (20) from ethyl 3-amino-2-(2-methyl-[1,3]dioxolan-2-yl)propionate (0.60 g, 3.25 mmol) and 4-methylphthalic anhydride (0.79 g, 4.87 mmol), and the obtained product was identified with the following NMR data. Reactants: CC(=O)[O-], CCO, Cl, CS(=O)(=O)c1ccc(N2CCC(=O)CC2)c(F)c1, NO, [Na+], O, O, O, O. Product: CS(=O)(=O)c1ccc(N2CCC(=NO)CC2)c(F)c1. As a reaction SMILES: [C:22]([O-:23])(=[O:24])[CH3:25].[CH3:30][CH2:31][OH:32].[ClH:27].[F:1][c:2]1[c:3]([N:12]2[CH2:13][CH2:14][C:15](=[O:18])[CH2:16][CH2:17]2)[cH:4][cH:5][c:6]([S:8](=[O:9])(=[O:10])[CH3:11])[cH:7]1.[NH2:28][OH:29].[Na+:26].[OH2:19].[OH2:20].[OH2:21].[OH2:33]>>[F:1][c:2]1[c:3]([N:12]2[CH2:13][CH2:14][C:15](=[N:28][OH:19])[CH2:16][CH2:17]2)[cH:4][cH:5][c:6]([S:8](=[O:9])(=[O:10])[CH3:11])[cH:7]1. RXN SMILES: [Br:1][c:2]1[c:3]2[c:4]([o:5][c:6]1[CH:7]=[O:8])[cH:9][cH:10][cH:11][cH:12]2.[CH:24]([O:25][CH2:26][CH3:27])([O:28][CH2:29][CH3:30])[O:31][CH2:32][CH3:33].[Na+:34].[Na+:35].[O-:36][C:37](=[O:38])[O-:39].[c:13]1([CH3:14])[cH:15][cH:16][c:17]([S:18]([OH:19])(=[O:20])=[O:21])[cH:22][cH:23]1>>[Br:1][c:2]1[c:3]2[c:4]([o:5][c:6]1[CH:24]([O:28][CH2:29][CH3:30])[O:31][CH2:32][CH3:33])[cH:9][cH:10][cH:11][cH:12]2. Reactants: O=Cc1oc2ccccc2c1Br, CCOC(OCC)OCC, [Na+], [Na+], O=C([O-])[O-], Cc1ccc(S(=O)(=O)O)cc1. The product is CCOC(OCC)c1oc2ccccc2c1Br. Yields the product COC(=O)CON=C(C#N)C#N. As a reaction SMILES: [CH3:17][C:18]#[N:19].[Cl:9][CH2:10][C:11](=[O:12])[O:13][CH3:14].[I-:16].[Na+:15].[Na:1].[OH:2][N:3]=[C:4]([C:5]#[N:6])[C:7]#[N:8]>>[O:2]([N:3]=[C:4]([C:5]#[N:6])[C:7]#[N:8])[CH2:10][C:11](=[O:12])[O:13][CH3:14]. Reactants: CC#N, COC(=O)CCl, [I-], [Na+], [Na], N#CC(C#N)=NO. Reactants: CC(C)(C)OC(=O)N1CCCn2c1nc1cnc3cc(Br)ccc3c12, ClC(Cl)Cl, O, O=C(OO)c1cccc(Cl)c1. Product: CC(C)(C)OC(=O)N1CCCn2c1nc1c[n+]([O-])c3cc(Br)ccc3c12. RXN SMILES: [Br:12][c:13]1[cH:14][cH:15][c:16]2[c:17]3[c:18]([cH:19][n:20][c:21]2[cH:22]1)[n:23][c:24]1[n:25]3[CH2:26][CH2:27][CH2:28][N:29]1[C:30](=[O:31])[O:32][C:33]([CH3:34])([CH3:35])[CH3:36].[CH:37]([Cl:38])([Cl:39])[Cl:40].[OH2:41].[OH:1][O:2][C:3]([c:4]1[cH:5][c:6]([Cl:7])[cH:8][cH:9][cH:10]1)=[O:11]>>[O-:1][n+:20]1[cH:19][c:18]2[c:17]([c:16]3[cH:15][cH:14][c:13]([Br:12])[cH:22][c:21]31)[n:25]1[c:24]([n:23]2)[N:29]([C:30](=[O:31])[O:32][C:33]([CH3:34])([CH3:35])[CH3:36])[CH2:28][CH2:27][CH2:26]1.